Dataset: the Open Reaction Database (ORD), a public repository of structured organic reaction records. Task: describe an organic reaction: reactants, conditions, products, and yield Starting materials: [Al+3], C1CCOC1, COC(=O)c1cccc2nc(-c3ccc(C(F)(F)F)cc3)oc12, [H-], [H-], [H-], [H-], [Li+], [Na+], [OH-], O. Product: OCc1cccc2nc(-c3ccc(C(F)(F)F)cc3)oc12. As a reaction SMILES: [Al+3:2].[CH2:30]1[O:31][CH2:32][CH2:33][CH2:34]1.[F:7][C:8]([c:9]1[cH:10][cH:11][c:12](-[c:15]2[o:16][c:17]3[c:18]([n:19]2)[cH:20][cH:21][cH:22][c:23]3[C:24](=[O:25])[O:26][CH3:27])[cH:13][cH:14]1)([F:28])[F:29].[H-:1].[H-:4].[H-:5].[H-:6].[Li+:3].[Na+:37].[OH-:36].[OH2:35]>>[F:7][C:8]([c:9]1[cH:10][cH:11][c:12](-[c:15]2[o:16][c:17]3[c:18]([n:19]2)[cH:20][cH:21][cH:22][c:23]3[CH2:24][OH:25])[cH:13][cH:14]1)([F:28])[F:29]. Starting materials: CC(C)([O-])C.[Na+] (sodium tert-butoxide), tris(dibenzylidenacetone)dipalladium, C1(=CC=CC=C1)P(C1=C(C2=CC=CC=C2C=C1)C1=C(C=CC2=CC=CC=C12)P(C1=CC=CC=C1)C1=CC=CC=C1)C1=CC=CC=C1 (rac-2,2′-bis(diphenylphosphino)-1,1′-binaphthyl), C(C1=CC=CC=C1)N (benzylamine), BrC=1C=C(C=CC1Cl)CC(C(=O)OC(C)(C)C)C1CCC1 ((+/−)-tert-butyl 3-(3-bromo-4-chlorophenyl)-2-cyclobutylpropanoate). Solvent: C1(=CC=CC=C1)C (toluene), C1(=CC=CC=C1)C (toluene). Reaction conditions: temperature 110 celsius, time 10 minute. Product: C(C1=CC=CC=C1)NC=1C=C(C=CC1Cl)CC(C(=O)OC(C)(C)C)C1CCC1 ((+/−)-tert-butyl 3-[3-(benzylamino)-4-chlorophenyl]-2-cyclobutylpropanoate). Reaction SMILES: CC(C)([O-])C.[Na+].C1(P(C2C=CC=CC=2)C2C=CC3C(=CC=CC=3)C=2C2C3C(=CC=CC=3)C=CC=2P(C2C=CC=CC=2)C2C=CC=CC=2)C=CC=CC=1.[CH2:53]([NH2:60])[C:54]1[CH:59]=[CH:58][CH:57]=[CH:56][CH:55]=1.Br[C:62]1[CH:63]=[C:64]([CH2:69][CH:70]([CH:78]2[CH2:81][CH2:80][CH2:79]2)[C:71]([O:73][C:74]([CH3:77])([CH3:76])[CH3:75])=[O:72])[CH:65]=[CH:66][C:67]=1[Cl:68]>C1(C)C=CC=CC=1>[CH2:53]([NH:60][C:66]1[CH:65]=[C:64]([CH2:69][CH:70]([CH:78]2[CH2:79][CH2:80][CH2:81]2)[C:71]([O:73][C:74]([CH3:77])([CH3:76])[CH3:75])=[O:72])[CH:63]=[CH:62][C:67]=1[Cl:68])[C:54]1[CH:59]=[CH:58][CH:57]=[CH:56][CH:55]=1 |f:0.1|. Procedure: Under argon, 848.6 mg (8.83 mmol) of sodium tert-butoxide, 337 mg (0.39 mmol) of tris(dibenzylidenacetone)dipalladium and 183 mg (0.29 mmol) of rac-2,2′-bis(diphenylphosphino)-1,1′-binaphthyl were weighed out into a dry flask, kept under high vacuum for 10 min and then vented with argon. 5 ml of abs. toluene, 0.96 ml (8.83 mmol) of benzylamine and a solution of 2.75 g (7.36 mmol) of (+/−)-tert-butyl 3-(3-bromo-4-chlorophenyl)-2-cyclobutylpropanoate in 5 ml of abs. toluene were added in successio... Reactants: CO, COC(=O)C(C)(C)CCOc1ccc(C(=O)N2c3ccccc3C(N(C(=O)C(C)C)c3ccc(Cl)cc3)CC2C)cc1, [Na+], C1CCOC1, [OH-], O. The product is CC(C)C(=O)N(c1ccc(Cl)cc1)C1CC(C)N(C(=O)c2ccc(OCCC(C)(C)C(=O)O)cc2)c2ccccc21. RXN SMILES: [CH3:51][OH:52].[Cl:1][c:2]1[cH:3][cH:4][c:5]([N:8]([CH:9]2[CH2:10][CH:11]([CH3:37])[N:12]([C:19](=[O:20])[c:21]3[cH:22][cH:23][c:24]([O:25][CH2:26][CH2:27][C:28]([C:29](=[O:30])[O:31][CH3:32])([CH3:33])[CH3:34])[cH:35][cH:36]3)[c:13]3[cH:14][cH:15][cH:16][cH:17][c:18]32)[C:38]([CH:39]([CH3:40])[CH3:41])=[O:42])[cH:6][cH:7]1.[Na+:44].[O:46]1[CH2:47][CH2:48][CH2:49][CH2:50]1.[OH-:43].[OH2:45]>>[Cl:1][c:2]1[cH:3][cH:4][c:5]([N:8]([CH:9]2[CH2:10][CH:11]([CH3:37])[N:12]([C:19](=[O:20])[c:21]3[cH:22][cH:23][c:24]([O:25][CH2:26][CH2:27][C:28]([C:29](=[O:30])[OH:31])([CH3:33])[CH3:34])[cH:35][cH:36]3)[c:13]3[cH:14][cH:15][cH:16][cH:17][c:18]32)[C:38]([CH:39]([CH3:40])[CH3:41])=[O:42])[cH:6][cH:7]1. Reactants: [Cl-].[NH4+] (ammonium chloride), C(Cl)Cl (Methylene chloride), BrCC1=C(C=C(C=C1)OC)CBr (1,2-Bis-bromomethyl-4-methoxy-benzene), O=C(CC(=O)OCC)CC(=O)OCC (3-Oxopentanedioic acid, diethyl ester), C(Cl)Cl (Methylene chloride). Reagents/catalysts: [I-].C(CCC)[N+](CCCC)(CCCC)CCCC (Tetra-n-butylammonium iodide). The solvent is C([O-])(O)=O.[Na+] (Sodium bicarbonate), O (Water). Conditions: time 20 hour. Product: C(C)OC(=O)C1CC2=C(CC(C1=O)C(=O)OCC)C=C(C=C2)OC (2-Methoxy-7-oxo-6,7,8,9-tetrahydro-5H-benzocycloheptene-6,8-dicarboxylic acid diethyl ester). Reaction SMILES: C(Cl)Cl.Br[CH2:5][C:6]1[CH:11]=[CH:10][C:9]([O:12][CH3:13])=[CH:8][C:7]=1[CH2:14]Br.[O:16]=[C:17]([CH2:24][C:25]([O:27][CH2:28][CH3:29])=[O:26])[CH2:18][C:19]([O:21][CH2:22][CH3:23])=[O:20].[Cl-].[NH4+]>[I-].C([N+](CCCC)(CCCC)CCCC)CCC.C(=O)(O)[O-].[Na+].O>[CH2:28]([O:27][C:25]([CH:24]1[C:17](=[O:16])[CH:18]([C:19]([O:21][CH2:22][CH3:23])=[O:20])[CH2:14][C:7]2[CH:8]=[C:9]([O:12][CH3:13])[CH:10]=[CH:11][C:6]=2[CH2:5]1)=[O:26])[CH3:29] |f:3.4,5.6,7.8|. Procedure details: From an adapted procedure in Helvetic Chimica Acta, 2001, 84, 2051-2063, to a stirred solution of Tetra-n-butylammonium iodide (12.1 g, 0.0326 mol) in 0.6 M of Sodium bicarbonate in Water (300 mL) and Methylene chloride (130 mL, 2.1 mol) was added a solution of 1,2-Bis-bromomethyl-4-methoxy-benzene (16.00 g, 0.05442 mol) and 3-Oxopentanedioic acid, diethyl ester (14.31 g, 0.07075 mol) in Methylene chloride (40 mL, 0.6 mol). The solution was stirred vigorously at room temperature for 20 h. Satura... Reactants: C(C)C1CC(C2=CC3=C(C=C12)OCO3)=O (3-ethyl-5,6-methylenedioxyindan-1-one), CC1CC(C2=C(C=CC(=C12)C)OC)=O (3,4-dimethyl-7-methoxyindan-1-one). Solvent: C(C)O (ethanol). Yields the product C1(CCC2=CC=CC=C12)=O (indanone). RXN SMILES: C([CH:3]1[C:11]2[C:6](=[CH:7][C:8]3OCO[C:9]=3[CH:10]=2)[C:5](=[O:15])[CH2:4]1)C.CC1C2C(=C(OC)C=CC=2C)C(=O)C1>C(O)C>[C:5]1(=[O:15])[C:6]2[C:11](=[CH:10][CH:9]=[CH:8][CH:7]=2)[CH2:3][CH2:4]1. Procedure: The above-described aromataic composition of the present process is added in an amount of 1 ppm to the material flour of cakes, and this flour is baked to make cakes. Likewise, a 5 % ethanol solution of the mixture (in the ratio 10:7) of 3-ethyl-5,6-methylenedioxyindan-1-one and 3,4-dimethyl-7-methoxyindan-1-one is added to the material flour but in an amount to give 10 ppm by weight of said indanone compounds mixture thereto, and this material is baked. The reactants are COC(=O)c1sc2cccc(Cl)c2c1Br, CC(C)S, CN(C)C=O, C1CCC2=NCCCN2CC1. Yields the product COC(=O)c1sc2cccc(Cl)c2c1SC(C)C. As a reaction SMILES: [Br:1][c:2]1[c:3]2[c:4]([s:5][c:6]1[C:7](=[O:8])[O:9][CH3:10])[cH:11][cH:12][cH:13][c:14]2[Cl:15].[CH3:16][CH:17]([CH3:18])[SH:19].[CH3:31][N:32]([CH3:33])[CH:34]=[O:35].[N:20]12[CH2:21][CH2:22][CH2:23][N:24]=[C:25]1[CH2:26][CH2:27][CH2:28][CH2:29][CH2:30]2>>[c:2]1([S:19][CH:17]([CH3:16])[CH3:18])[c:3]2[c:4]([s:5][c:6]1[C:7](=[O:8])[O:9][CH3:10])[cH:11][cH:12][cH:13][c:14]2[Cl:15]. Starting materials: OO (H2O2), C(C1=CC=CC=C1)(C1=CC=CC=C1)CC(=S)O (benzhydrylthioacetic acid), OS(=O)(=O)O (H2SO4), C(C)(C)O (isopropyl alcohol). Solvent: OS(=O)[O-].[Na+] (NaHSO3), O (water), O (water), CO (methanol). Run at time 2 hour. The product is C(C1=CC=CC=C1)(C1=CC=CC=C1)S(=O)CC(=O)O (benzhydrylsulfinylacetic acid). As a reaction SMILES: [CH:1](CC(O)=S)([C:8]1[CH:13]=[CH:12][CH:11]=[CH:10][CH:9]=1)[C:2]1[CH:7]=[CH:6][CH:5]=[CH:4][CH:3]=1.O[S:19]([OH:22])(=O)=O.[OH:23]O.[CH:25]([OH:28])([CH3:27])C>CO.O.OS([O-])=O.[Na+]>[CH:1]([S:19]([CH2:27][C:25]([OH:28])=[O:23])=[O:22])([C:2]1[CH:3]=[CH:4][CH:5]=[CH:6][CH:7]=1)[C:8]1[CH:9]=[CH:10][CH:11]=[CH:12][CH:13]=1 |f:6.7|. Procedure details: To a suspension of benzhydrylthioacetic acid (63.7 g, 0.246 mol) in methanol (250 mL) was added a solution of concentrated H2SO4 (1.6 mL) in isopropyl alcohol (65 mL) at room temperature (about 22 degrees C.). To this suspension was added 30% H2O2 in water (65 mL) drop wise over 25 minutes. The reaction was monitored by TLC and was completed within 2 hours. The solution was diluted with a solution of NaHSO3 (125 mg) in water (700 mL). The resulting precipitate was filtered, washed with water, th...